From a dataset of the Open Reaction Database (ORD), a public repository of structured organic reaction records. describe an organic reaction: reactants, conditions, products, and yield Reactants: C(C)OC(CN1C=CC2=CC=C(C=C12)OCC(CC#CC1=CC=C(C=C1)OC(F)(F)F)(C)C)=O ({6-[2,2-dimethyl-5-(4-trifluoromethoxy-phenyl)-pent-4-ynyloxy]-indol-1-yl}-acetic acid ethyl ester), [Li+].[OH-] (LiOH). Yields the product CC(COC1=CC=C2C=CN(C2=C1)CC(=O)O)(CC#CC1=CC=C(C=C1)OC(F)(F)F)C ({6-[2,2-Dimethyl-5-(4-trifluoromethoxy-phenyl)-pent-4-ynyloxy]-indol-1-yl}-acetic acid). RXN SMILES: C([O:3][C:4](=[O:34])[CH2:5][N:6]1[C:14]2[C:9](=[CH:10][CH:11]=[C:12]([O:15][CH2:16][C:17]([CH3:33])([CH3:32])[CH2:18][C:19]#[C:20][C:21]3[CH:26]=[CH:25][C:24]([O:27][C:28]([F:31])([F:30])[F:29])=[CH:23][CH:22]=3)[CH:13]=2)[CH:8]=[CH:7]1)C.[Li+].[OH-]>>[CH3:32][C:17]([CH3:33])([CH2:18][C:19]#[C:20][C:21]1[CH:22]=[CH:23][C:24]([O:27][C:28]([F:31])([F:29])[F:30])=[CH:25][CH:26]=1)[CH2:16][O:15][C:12]1[CH:13]=[C:14]2[C:9]([CH:8]=[CH:7][N:6]2[CH2:5][C:4]([OH:34])=[O:3])=[CH:10][CH:11]=1 |f:1.2|. Procedure details: In analogy to the procedure described for example 1 e], {6-[2,2-dimethyl-5-(4-trifluoromethoxy-phenyl)-pent-4-ynyloxy]-indol-1-yl}-acetic acid ethyl ester was treated with LiOH to obtain the title compound as brown oil. The reactants are NC1=CC=C(C=C1)C1=C2CNC(C2=CC=C1)=O (4-(4-aminophenyl)-1-isoindolinone), C1(=CC(=CC=C1)N=C=S)C (m-tolylisothiocyanate), O (water). Run in CN(C)C=O (DMF). Reaction conditions: time 8 hour. Yields the product CC=1C=C(C=CC1)NC(=S)NC1=CC=C(C=C1)C1=C2CNC(C2=CC=C1)=O (N-(3-methylphenyl)-N′-[4-(1-oxo-2,3-dihydro-1H-isoindol-4-yl)phenyl]thiourea). Isolated yield 43.8%. RXN SMILES: [NH2:1][C:2]1[CH:7]=[CH:6][C:5]([C:8]2[CH:16]=[CH:15][CH:14]=[C:13]3[C:9]=2[CH2:10][NH:11][C:12]3=[O:17])=[CH:4][CH:3]=1.[C:18]1([CH3:27])[CH:23]=[CH:22][CH:21]=[C:20]([N:24]=[C:25]=[S:26])[CH:19]=1.O>CN(C=O)C>[CH3:27][C:18]1[CH:19]=[C:20]([NH:24][C:25]([NH:1][C:2]2[CH:3]=[CH:4][C:5]([C:8]3[CH:16]=[CH:15][CH:14]=[C:13]4[C:9]=3[CH2:10][NH:11][C:12]4=[O:17])=[CH:6][CH:7]=2)=[S:26])[CH:21]=[CH:22][CH:23]=1. Procedure: A solution of Example 1D (0.1 g, 0.44 mmol) in DMF (3 mL) was treated with m-tolylisothiocyanate (0.06 mL, 0.45 mmol), stirred at room temperature overnight, then cooled to 0° C., treated with water, and extracted twice with ethyl acetate. The combined extracts were washed with brine, dried (Na2SO4), filtered, and concentrated. The residue was purified by silica gel chromatography eluting with 3% methanol/dichloromethane to give 72 mg of the desired product. 1H NMR (300 MHz, DMSO-d6) δ 2.30 (s, ... The reactants are Cl.Cl.[C@H]1(CCCN2CCCC[C@H]12)CN1CCC(CC1)NC(=O)C=1NC2=CC=CC(=C2C1)OCC1=COC2=C1C(=CC(=C2)F)F (4-(4,6-Difluoro-benzofuran-3-ylmethoxy)-1H-indole-2-carboxylic acid {1-[(1S,9aR)-1-(octahydro-quinolizin-1-yl)methyl]-piperidin-4-yl}-amide dihydrochloride), Cl.Cl.Cl.NC1CCN(CC1)C[C@H](C)N1CCC(CC1)O (1-[(S)-2-(4-Amino-piperidin-1-yl)-1-methyl-ethyl]-piperidin-4-ol trihydrochloride). Yields the product Cl.Cl.OC1CCN(CC1)[C@H](CN1CCC(CC1)NC(=O)C=1NC2=CC=CC(=C2C1)OCC1=COC2=C1C(=CC(=C2)F)F)C (4-(4,6-Difluoro-benzofuran-3-ylmethoxy)-1H-indole-2-carboxylic acid {1-[(S)-2-(4-hydroxy-piperidin-1-yl)-propyl]-piperidin-4-yl}-amide dihydrochloride). Reaction SMILES: [ClH:1].Cl.[C@H:3]1([CH2:13][N:14]2[CH2:19][CH2:18][CH:17]([NH:20][C:21]([C:23]3[NH:24][C:25]4[C:30]([CH:31]=3)=[C:29]([O:32][CH2:33][C:34]3[C:38]5[C:39]([F:44])=[CH:40][C:41]([F:43])=[CH:42][C:37]=5[O:36][CH:35]=3)[CH:28]=[CH:27][CH:26]=4)=[O:22])[CH2:16][CH2:15]2)[C@@H]2N(CCCC2)CC[CH2:4]1.Cl.Cl.Cl.NC1CCN(C[C@@H]([N:58]2[CH2:63][CH2:62][CH:61]([OH:64])[CH2:60][CH2:59]2)C)CC1>>[ClH:1].[ClH:1].[OH:64][CH:61]1[CH2:62][CH2:63][N:58]([C@@H:3]([CH3:4])[CH2:13][N:14]2[CH2:19][CH2:18][CH:17]([NH:20][C:21]([C:23]3[NH:24][C:25]4[C:30]([CH:31]=3)=[C:29]([O:32][CH2:33][C:34]3[C:38]5[C:39]([F:44])=[CH:40][C:41]([F:43])=[CH:42][C:37]=5[O:36][CH:35]=3)[CH:28]=[CH:27][CH:26]=4)=[O:22])[CH2:16][CH2:15]2)[CH2:59][CH2:60]1 |f:0.1.2,3.4.5.6,7.8.9|. Reported procedure: This compound is synthesized from 4-(4,6-difluoro-benzofuran-3-ylmethoxy)-1H-indole-2-carboxylic acid (115, see example 66) and amine 50 analogously to the method described in example 1.